This data is from the Open Reaction Database (ORD), a public repository of structured organic reaction records. The task is: describe an organic reaction: reactants, conditions, products, and yield Reactants: CS(=O)c1[nH]ccc1[N+](=O)[O-], CN(C)Cc1ccc(CSCCN)o1, CCO. Yields the product CN(C)Cc1ccc(CSCCNc2[nH]ccc2[N+](=O)[O-])o1. RXN SMILES: [CH3:15][S:16](=[O:17])[c:18]1[nH:19][cH:20][cH:21][c:22]1[N+:23](=[O:24])[O-:25].[CH3:1][N:2]([CH3:3])[CH2:4][c:5]1[cH:6][cH:7][c:8]([CH2:10][S:11][CH2:12][CH2:13][NH2:14])[o:9]1.[CH3:26][CH2:27][OH:28]>>[CH3:1][N:2]([CH3:3])[CH2:4][c:5]1[cH:6][cH:7][c:8]([CH2:10][S:11][CH2:12][CH2:13][NH:14][c:18]2[nH:19][cH:20][cH:21][c:22]2[N+:23](=[O:24])[O-:25])[o:9]1. The reactants are C(C)(=O)O[C@H]1[C@@H](O[C@@H]([C@H]([C@@H]1OC(C)=O)OC(C)=O)COC(C)=O)N1C(SC(C1=O)=CC1=CC=CC=C1)=S (N-(2,3,4,6-Tetra-O-acetyl-β-D-glucopyranosyl)-5-benzylidenerhodanine), C(C1=CC=CC=C1)N (benzylamine). Run in CO (methanol). Run at time 23 hour. The product is [C@@H]1([C@H](O)[C@@H](O)[C@H](O)[C@H](O1)CO)NC(=S)NCC1=CC=CC=C1 (N-β-D-Glucopyranosyl-N'-benzylthiourea). As a reaction SMILES: C([O:4][C@@H:5]1[C@@H:10]([O:11]C(=O)C)[C@H:9]([O:15]C(=O)C)[C@@H:8]([CH2:19][O:20]C(=O)C)[O:7][C@H:6]1[N:24]1C(=O)C(=CC2C=CC=CC=2)S[C:25]1=[S:37])(=O)C.[CH2:38]([NH2:45])[C:39]1[CH:44]=[CH:43][CH:42]=[CH:41][CH:40]=1>CO>[C@@H:6]1([NH:24][C:25]([NH:45][CH2:38][C:39]2[CH:44]=[CH:43][CH:42]=[CH:41][CH:40]=2)=[S:37])[O:7][C@H:8]([CH2:19][OH:20])[C@@H:9]([OH:15])[C@H:10]([OH:11])[C@H:5]1[OH:4]. Reported procedure: N-(2,3,4,6-Tetra-O-acetyl-β-D-glucopyranosyl)-5-benzylidenerhodanine (2.204 g., 0.004 mole) was added to a solution of benzylamine (2.58 g., 0.024 mole) in 50 ml. of methanol in a pressure bottle. The reaction mixture was stirred at room temperature for 23 hours in the pressure bottle with the stopper well closed. The mixture was filtered, and the filtrate was evaporated to a sticky syrup below 30° in vacuo. The residual syrup was dissolved in the minimum ammount of acetone, and anhydrous ether ... The reactants are [BH3-]C#N, CCOC(=O)Cc1cncc(-c2ccc(F)cc2C=O)c1, CCN, CC(=O)O, CO, [Na+]. Product: CCNCc1cc(F)ccc1-c1cncc(CC(=O)OCC)c1. RXN SMILES: [C:22]([BH3-:23])#[N:24].[CH2:1]([CH3:2])[O:3][C:4]([CH2:5][c:6]1[cH:7][n:8][cH:9][c:10](-[c:12]2[c:13]([CH:19]=[O:20])[cH:14][c:15]([F:18])[cH:16][cH:17]2)[cH:11]1)=[O:21].[CH3:26][CH2:27][NH2:28].[CH3:29][C:30](=[O:31])[OH:32].[CH3:33][OH:34].[Na+:25]>>[CH2:1]([CH3:2])[O:3][C:4]([CH2:5][c:6]1[cH:7][n:8][cH:9][c:10](-[c:12]2[c:13]([CH2:19][NH:28][CH2:27][CH3:26])[cH:14][c:15]([F:18])[cH:16][cH:17]2)[cH:11]1)=[O:21]. The reactants are CCOC(=O)c1cc2oc(-c3ccc(Cl)cc3)cc2[nH]1, CCOC(=O)C(CC)CCN1C(=O)c2cc3oc(-c4ccc(Cl)cc4)cc3n2C1=S, CCOP(=O)(CCCN=C=S)OCC, CCO, [K+], [K+], O=C([O-])[O-]. Product: CCOP(=O)(CCCN1C(=O)c2cc3oc(-c4ccc(Cl)cc4)cc3n2C1=S)OCC. As a reaction SMILES: [CH2:1]([O:2][C:4](=[O:5])[c:6]1[cH:7][c:8]2[c:9]([nH:10]1)[cH:11][c:12](-[c:14]1[cH:15][cH:16][c:17]([Cl:20])[cH:18][cH:19]1)[o:13]2)[CH3:3].[CH2:21]([O:22][C:23](=[O:24])[CH:25]([CH2:26][CH3:27])[CH2:28][CH2:29][N:30]1[C:31](=[S:32])[n:33]2[c:34]3[cH:35][c:36](-[c:37]4[cH:38][cH:39][c:40]([Cl:41])[cH:42][cH:43]4)[o:44][c:45]3[cH:46][c:47]2[C:48]1=[O:49])[CH3:50].[CH2:51]([CH3:52])[O:53][P:54]([O:55][CH2:56][CH3:57])(=[O:58])[CH2:59][CH2:60][CH2:61][N:62]=[C:63]=[S:64].[CH3:71][CH2:72][OH:73].[K+:65].[K+:66].[O-:67][C:68]([O-:69])=[O:70]>>[C:4]1(=[O:5])[c:6]2[cH:7][c:8]3[c:9]([n:10]2[C:63](=[S:64])[N:62]1[CH2:61][CH2:60][CH2:59][P:54]([O:53][CH2:51][CH3:52])([O:55][CH2:56][CH3:57])=[O:58])[cH:11][c:12](-[c:14]1[cH:15][cH:16][c:17]([Cl:20])[cH:18][cH:19]1)[o:13]3. The reactants are C1(=CC=CC=C1)C#CC (1-phenyl-1-propyne), tetraethylammonium μ-hydride-bis(pentacarbonylchromium(O)), C(CC)C1=CC=CC=C1 (propylbenzene), [H][H] (hydrogen). Solvent: COCCOC (DME). The product is CC=CC1=CC=CC=C1 (β-methylstyrene). Yield: 79.0%. Reaction SMILES: [C:1]1([C:7]#[C:8][CH3:9])[CH:6]=[CH:5][CH:4]=[CH:3][CH:2]=1.[H][H].C(C1C=CC=CC=1)CC>COCCOC>[CH3:9][CH:8]=[CH:7][C:1]1[CH:6]=[CH:5][CH:4]=[CH:3][CH:2]=1. Procedure: In 1.0 ml of DME were heated 1.0 mmol of 1-phenyl-1-propyne and 0.01 mmol of tetraethylammonium μ-hydride-bis(pentacarbonylchromium(O)) at 100° C. and at a hydrogen pressure of 50 atm for 18 hours with stirring. GLC analysis of the reaction mixture revealed that propylbenzene and β-methylstyrene were produced in a yield of 79% and 19%, respectively.